From a dataset of the Open Reaction Database (ORD), a public repository of structured organic reaction records. describe an organic reaction: reactants, conditions, products, and yield Starting materials: COCCOC1=C(C2=C(OCO2)C=C1)C=1C2=C(N=CN1)C(=CN2)C(=O)O (4-[5-(2-methoxy-ethoxy)-benzo[1,3]dioxol-4-yl]-5H-pyrrolo[3,2-d]pyrimidine-7-carboxylic acid), C(C)(C)(C)OC(N[C@@H]1CC[C@@H](CC1)N)=O (cis-(4-amino-cyclohexyl)-carbamic acid tert-butyl ester). The product is C(C)(C)(C)OC(N[C@@H]1CC[C@@H](CC1)NC(=O)C1=CNC2=C1N=CN=C2C2=C(C=CC=1OCOC12)OCCOC)=O (cis-[4-({4-[5-(2-Methoxy-ethoxy)-benzo[1,3]dioxol-4-yl]-5H-pyrrolo[3,2-d]pyrimidine-7-carbonyl}-amino)-cyclohexyl]-carbamic acid tert-butyl ester). As a reaction SMILES: [CH3:1][O:2][CH2:3][CH2:4][O:5][C:6]1[CH:14]=[CH:13][C:9]2[O:10][CH2:11][O:12][C:8]=2[C:7]=1[C:15]1[C:16]2[NH:23][CH:22]=[C:21]([C:24](O)=[O:25])[C:17]=2[N:18]=[CH:19][N:20]=1.[C:27]([O:31][C:32](=[O:41])[NH:33][C@H:34]1[CH2:39][CH2:38][C@@H:37]([NH2:40])[CH2:36][CH2:35]1)([CH3:30])([CH3:29])[CH3:28]>>[C:27]([O:31][C:32](=[O:41])[NH:33][C@H:34]1[CH2:35][CH2:36][C@@H:37]([NH:40][C:24]([C:21]2[C:17]3[N:18]=[CH:19][N:20]=[C:15]([C:7]4[C:8]5[O:12][CH2:11][O:10][C:9]=5[CH:13]=[CH:14][C:6]=4[O:5][CH2:4][CH2:3][O:2][CH3:1])[C:16]=3[NH:23][CH:22]=2)=[O:25])[CH2:38][CH2:39]1)([CH3:30])([CH3:28])[CH3:29]. Reported procedure: Starting from 4-[5-(2-methoxy-ethoxy)-benzo[1,3]dioxol-4-yl]-5H-pyrrolo[3,2-d]pyrimidine-7-carboxylic acid (example A72) and commercially available cis-(4-amino-cyclohexyl)-carbamic acid tert-butyl ester the title compound was obtained as colorless solid. The reactants are CC(=O)c1ccccc1Br, C1COCCO1, [Na+], O, O=C([O-])O, c1ccc(P(c2ccccc2)(c2ccccc2)[Pd](P(c2ccccc2)(c2ccccc2)c2ccccc2)(P(c2ccccc2)(c2ccccc2)c2ccccc2)P(c2ccccc2)(c2ccccc2)c2ccccc2)cc1. The product is C=Cc1ccccc1C(C)=O. Reaction SMILES: [Br:1][c:2]1[c:3]([C:8]([CH3:9])=[O:10])[cH:4][cH:5][cH:6][cH:7]1.[CH2:16]1[CH2:17][O:21][CH2:20][CH2:19][O:18]1.[Na+:11].[OH2:99].[OH:12][C:13](=[O:14])[O-:15].[cH:22]1[cH:23][cH:24][c:25]([P:26]([Pd:27]([P:28]([c:29]2[cH:30][cH:31][cH:32][cH:33][cH:34]2)([c:35]2[cH:36][cH:37][cH:38][cH:39][cH:40]2)[c:41]2[cH:42][cH:43][cH:44][cH:45][cH:46]2)([P:47]([c:48]2[cH:49][cH:50][cH:51][cH:52][cH:53]2)([c:54]2[cH:55][cH:56][cH:57][cH:58][cH:59]2)[c:60]2[cH:61][cH:62][cH:63][cH:64][cH:65]2)[P:66]([c:67]2[cH:68][cH:69][cH:70][cH:71][cH:72]2)([c:73]2[cH:74][cH:75][cH:76][cH:77][cH:78]2)[c:79]2[cH:80][cH:81][cH:82][cH:83][cH:84]2)([c:85]2[cH:86][cH:87][cH:88][cH:89][cH:90]2)[c:91]2[cH:92][cH:93][cH:94][cH:95][cH:96]2)[cH:97][cH:98]1>>[c:2]1([CH:16]=[CH2:17])[c:3]([C:8]([CH3:9])=[O:10])[cH:4][cH:5][cH:6][cH:7]1. Reactants: OC1=CC=C(OC(C(=O)NC)CC)C=C1 ((RS)-2-(4-hydroxy-phenoxy)-N-methyl-butyramide), FC=1C=C(CBr)C=CC1 (3-fluoro-benzylbromide), C([O-])([O-])=O.[K+].[K+] (potassium carbonate). Solvent: CC(CC)=O (2-butanone). Product: FC=1C=C(COC2=CC=C(OC(C(=O)NC)CC)C=C2)C=CC1 ((RS)-2-[4-(3-fluoro-benzyloxy)-phenoxy]-N-methyl-butyramide). As a reaction SMILES: [OH:1][C:2]1[CH:15]=[CH:14][C:5]([O:6][CH:7]([CH2:12][CH3:13])[C:8]([NH:10][CH3:11])=[O:9])=[CH:4][CH:3]=1.[F:16][C:17]1[CH:18]=[C:19]([CH:22]=[CH:23][CH:24]=1)[CH2:20]Br.C(=O)([O-])[O-].[K+].[K+]>CC(=O)CC>[F:16][C:17]1[CH:18]=[C:19]([CH:22]=[CH:23][CH:24]=1)[CH2:20][O:1][C:2]1[CH:3]=[CH:4][C:5]([O:6][CH:7]([CH2:12][CH3:13])[C:8]([NH:10][CH3:11])=[O:9])=[CH:14][CH:15]=1 |f:2.3.4|. Reported procedure: In analogy to the procedure described in Example 3b), the alkylation of (RS)-2-(4-hydroxy-phenoxy)-N-methyl-butyramide with 3-fluoro-benzylbromide in 2-butanone using potassium carbonate as the base yielded the (RS)-2-[4-(3-fluoro-benzyloxy)-phenoxy]-N-methyl-butyramide as a white solid; MS: m/e=318 (M+H)+. Starting materials: O=C([O-])O, C1CCOC1, CC(C)(C)[O-], CCOC(C)=O, Cl, [K+], [Na+], COC(=O)CCC(C(N)=O)N1Cc2c(OCc3ccc(Cn4cncn4)cc3)cccc2C1=O. The product is O=C1CCC(N2Cc3c(OCc4ccc(Cn5cncn5)cc4)cccc3C2=O)C(=O)N1. As a reaction SMILES: [C:42](=[O:43])([OH:44])[O-:45].[CH2:47]1[O:48][CH2:49][CH2:50][CH2:51]1.[CH3:35][C:36]([O-:37])([CH3:38])[CH3:39].[CH3:52][CH2:53][O:54][C:55](=[O:56])[CH3:57].[ClH:41].[K+:40].[Na+:46].[n:1]1([CH2:6][c:7]2[cH:8][cH:9][c:10]([CH2:11][O:12][c:13]3[c:14]4[c:18]([cH:19][cH:20][cH:21]3)[C:17](=[O:22])[N:16]([CH:23]([CH2:24][CH2:25][C:26](=[O:27])[O:28][CH3:29])[C:30](=[O:31])[NH2:32])[CH2:15]4)[cH:33][cH:34]2)[n:2][cH:3][n:4][cH:5]1>>[n:1]1([CH2:6][c:7]2[cH:8][cH:9][c:10]([CH2:11][O:12][c:13]3[c:14]4[c:18]([cH:19][cH:20][cH:21]3)[C:17](=[O:22])[N:16]([CH:23]3[CH2:24][CH2:25][C:26](=[O:27])[NH:32][C:30]3=[O:31])[CH2:15]4)[cH:33][cH:34]2)[n:2][cH:3][n:4][cH:5]1. Starting materials: CC#N, CO, Cl, CCOC(=O)CC(c1ccc(CC)cc1)n1cnc2ccccc21. Yields the product CCc1ccc(C(CC(=O)O)n2cnc3ccccc32)cc1. Reaction SMILES: [CH3:25][C:26]#[N:27].[CH3:28][OH:29].[ClH:30].[n:1]1([CH:10]([CH2:11][C:12](=[O:13])[O:14][CH2:15][CH3:16])[c:17]2[cH:18][cH:19][c:20]([CH2:23][CH3:24])[cH:21][cH:22]2)[cH:2][n:3][c:4]2[c:5]1[cH:6][cH:7][cH:8][cH:9]2>>[n:1]1([CH:10]([CH2:11][C:12](=[O:13])[OH:14])[c:17]2[cH:18][cH:19][c:20]([CH2:23][CH3:24])[cH:21][cH:22]2)[cH:2][n:3][c:4]2[c:5]1[cH:6][cH:7][cH:8][cH:9]2. The reactants are FC(C(=O)O)(F)F (trifluoroacetic acid), C(C1=CC=CC=C1)OC1=CC=C(C=C1)C[C@@H](C(=O)O)NS(=O)(=O)C1=CC=C(C=C1)N1CCC(CC1)C1=CC=CC=C1 ((S)-3-(4-benzyloxy-phenyl)-2-[4-(4-phenyl-piperidin-1-yl)-benzenesulfonylamino]-propionic acid), O (water). Reported procedure: To a room temperature, stirred mixture of (S)-3-(4-benzyloxy-phenyl)-2-[4-(4-phenyl-piperidin-1-yl)-benzenesulfonylamino]-propionic acid (0.033 g, 0.000058 mol) in thioanisole (0.34 mL) was added trifluoroacetic acid (1 mL), and the mixture was stirred for 18 hours. The reaction mixture was poured into water and extracted with ethyl acetate. The organic layer was dried (Na2SO4) and rotary-evaporated under reduced pressure to remove volatiles. The resulting yellow solution was chromatographed on ... The product is OC1=CC=C(C=C1)C[C@@H](C(=O)O)NS(=O)(=O)C1=CC=C(C=C1)N1CCC(CC1)C1=CC=CC=C1 ((S)-3-(4-Hydroxy-phenyl)-2-[4-(4-phenyl-piperidin-1-yl)-benzenesulfonylamino]-propionic acid). RXN SMILES: C([O:8][C:9]1[CH:14]=[CH:13][C:12]([CH2:15][C@H:16]([NH:20][S:21]([C:24]2[CH:29]=[CH:28][C:27]([N:30]3[CH2:35][CH2:34][CH:33]([C:36]4[CH:41]=[CH:40][CH:39]=[CH:38][CH:37]=4)[CH2:32][CH2:31]3)=[CH:26][CH:25]=2)(=[O:23])=[O:22])[C:17]([OH:19])=[O:18])=[CH:11][CH:10]=1)C1C=CC=CC=1.FC(F)(F)C(O)=O.O>C1(SC)C=CC=CC=1>[OH:8][C:9]1[CH:14]=[CH:13][C:12]([CH2:15][C@H:16]([NH:20][S:21]([C:24]2[CH:29]=[CH:28][C:27]([N:30]3[CH2:31][CH2:32][CH:33]([C:36]4[CH:37]=[CH:38][CH:39]=[CH:40][CH:41]=4)[CH2:34][CH2:35]3)=[CH:26][CH:25]=2)(=[O:23])=[O:22])[C:17]([OH:19])=[O:18])=[CH:11][CH:10]=1. Solvent: C1(=CC=CC=C1)SC (thioanisole). The reactants are N(=C=S)C=1SC=CC1 (2-isothiocyanatothiophene), COC(CN)OC (aminoacetaldehyde dimethyl acetal). Solvent: C1(=CC=CC=C1)C (toluene). The product is S1C(=CC=C1)N1C(NC=C1)=S (1,3-Dihydro-1-(2-thienyl)-2H-imidazole-2-thione). Reaction SMILES: [N:1]([C:4]1[S:5][CH:6]=[CH:7][CH:8]=1)=[C:2]=[S:3].CO[CH:11](OC)[CH2:12][NH2:13]>C1(C)C=CC=CC=1>[S:5]1[CH:6]=[CH:7][CH:8]=[C:4]1[N:1]1[CH:11]=[CH:12][NH:13][C:2]1=[S:3]. Reported procedure: A mixture of 2-isothiocyanatothiophene (16.9 g, 0.12 mol) and aminoacetaldehyde dimethyl acetal (12.6 g, 0.12 mol) in 200 ml toluene is refluxed for 2 hours. After removal of the toluene, the residue is dissolved in 200 ml ethanol and 45 ml conc. HCl added. After the reaction is refluxed for 5 hours, it is poured onto ice. The product is collected and purified by recrystallization. Reactants: Br, CC(=O)O, COc1ccc2c(c1)C(=O)CCC2c1cccc(C(F)(F)F)c1. Product: O=C1CCC(c2cccc(C(F)(F)F)c2)c2ccc(O)cc21. Reaction SMILES: [BrH:28].[CH3:24][C:25](=[O:26])[OH:27].[F:1][C:2]([c:3]1[cH:4][c:5]([CH:9]2[CH2:10][CH2:11][C:12](=[O:21])[c:13]3[cH:14][c:15]([O:19][CH3:20])[cH:16][cH:17][c:18]32)[cH:6][cH:7][cH:8]1)([F:22])[F:23]>>[F:1][C:2]([c:3]1[cH:4][c:5]([CH:9]2[CH2:10][CH2:11][C:12](=[O:21])[c:13]3[cH:14][c:15]([OH:19])[cH:16][cH:17][c:18]32)[cH:6][cH:7][cH:8]1)([F:22])[F:23]. The reactants are CC(C)(C)[Si](OCC1CC2CC2CN1C(=O)OCc1ccccc1)(c1ccccc1)c1ccccc1, CCOC(C)=O, O, c1ccncc1. Yields the product O=C(OCc1ccccc1)N1CC2CC2CC1CO. As a reaction SMILES: [CH3:1][C:2]([Si:3]([c:4]1[cH:5][cH:25][cH:26][cH:27][cH:28]1)([O:6][CH2:7][CH:8]1[N:9]([C:15](=[O:16])[O:17][CH2:18][c:19]2[cH:20][cH:21][cH:22][cH:23][cH:24]2)[CH2:10][CH:11]2[CH2:12][CH:13]2[CH2:14]1)[c:29]1[cH:30][cH:31][cH:32][cH:33][cH:34]1)([CH3:35])[CH3:36].[CH3:38][CH2:39][O:40][C:41]([CH3:42])=[O:43].[OH2:37].[cH:44]1[cH:45][cH:46][n:47][cH:48][cH:49]1>>[OH:6][CH2:7][CH:8]1[N:9]([C:15](=[O:16])[O:17][CH2:18][c:19]2[cH:20][cH:21][cH:22][cH:23][cH:24]2)[CH2:10][CH:11]2[CH2:12][CH:13]2[CH2:14]1.